Dataset: the Open Reaction Database (ORD), a public repository of structured organic reaction records. Task: describe an organic reaction: reactants, conditions, products, and yield Starting materials: C(C1=CC=CC=C1)OC(=O)N1[C@@H](CCC1)C=1N=C2N(C=CC=C2Br)C1 ((S)-benzyl-2-(8-bromoimidazo[1,2-a]pyridin-2-yl)pyrrolidine-1-carboxylate), COC1=C(C=CC=C1)B(O)O (2-methoxyphenyl boronic acid), C([O-])([O-])=O.[K+].[K+] (potassium carbonate). The reagents and catalysts are [Pd].C1(=CC=CC=C1)P(C1=CC=CC=C1)C1=CC=CC=C1.C1(=CC=CC=C1)P(C1=CC=CC=C1)C1=CC=CC=C1.C1(=CC=CC=C1)P(C1=CC=CC=C1)C1=CC=CC=C1.C1(=CC=CC=C1)P(C1=CC=CC=C1)C1=CC=CC=C1 (tetrakis(triphenylphosphine)-palladium(0)). Product: C(C1=CC=CC=C1)OC(=O)N1[C@@H](CCC1)C=1N=C2N(C=CC=C2C2=C(C=CC=C2)OC)C1 ((2S)-benzyl-2-(8-(2-methoxyphenyl)imidazo[1,2-a]pyridin-2-yl)pyrrolidine-1-carboxylate). Isolated yield 101.6%. As a reaction SMILES: [CH2:1]([O:8][C:9]([N:11]1[CH2:15][CH2:14][CH2:13][C@H:12]1[C:16]1[N:17]=[C:18]2[C:23](Br)=[CH:22][CH:21]=[CH:20][N:19]2[CH:25]=1)=[O:10])[C:2]1[CH:7]=[CH:6][CH:5]=[CH:4][CH:3]=1.[CH3:26][O:27][C:28]1[CH:33]=[CH:32][CH:31]=[CH:30][C:29]=1B(O)O.C(=O)([O-])[O-].[K+].[K+]>[Pd].C1(P(C2C=CC=CC=2)C2C=CC=CC=2)C=CC=CC=1.C1(P(C2C=CC=CC=2)C2C=CC=CC=2)C=CC=CC=1.C1(P(C2C=CC=CC=2)C2C=CC=CC=2)C=CC=CC=1.C1(P(C2C=CC=CC=2)C2C=CC=CC=2)C=CC=CC=1>[CH2:1]([O:8][C:9]([N:11]1[CH2:15][CH2:14][CH2:13][C@H:12]1[C:16]1[N:17]=[C:18]2[C:23]([C:29]3[CH:30]=[CH:31][CH:32]=[CH:33][C:28]=3[O:27][CH3:26])=[CH:22][CH:21]=[CH:20][N:19]2[CH:25]=1)=[O:10])[C:2]1[CH:7]=[CH:6][CH:5]=[CH:4][CH:3]=1 |f:2.3.4,5.6.7.8.9|. Procedure details: Following the procedures of example 14, (S)-benzyl-2-(8-bromoimidazo[1,2-a]pyridin-2-yl)pyrrolidine-1-carboxylate (0.250 g, 0.62 mmol), 2-methoxyphenyl boronic acid (0.1231 g, 0.81 mmol), potassium carbonate (0.1292 g, 0.93 mmol), and tetrakis(triphenylphosphine)-palladium(0) (0.0360 g, 0.03 mmol) produced the crude material which was adsorbed onto silica gel and purified by flash chromatography (4 g SiO2, 0-100% ethyl acetate in hexanes) to give (2S)-benzyl-2-(8-(2-methoxyphenyl)imidazo[1,2-a]p...